This data is from the Open Reaction Database (ORD), a public repository of structured organic reaction records. The task is: describe an organic reaction: reactants, conditions, products, and yield The reactants are [Cl-].[NH4+] (ammonium chloride), C(C=C)OC(CC1=CC(=C(C=C1)F)F)=O ((3,4-Difluoro-phenyl)acetic acid allyl ester), N12CCCCCC2=NCCC1 (1,8-diazabicyclo[5.4.0]undec-7-ene), C(C)(=O)NC1=CC=C(C=C1)S(=O)(=O)N=[N+]=[N-] (4-acetamidobenzenesulfonyl azide). The solvent is C(C)#N (acetonitrile). Conditions: time 15 minute. Yields the product C(C=C)OC(C(C1=CC(=C(C=C1)F)F)=[N+]=[N-])=O (diazo-(3,4-Difluoro-phenyl)acetic acid allyl ester). Yield: 97.4%. As a reaction SMILES: [CH2:1]([O:4][C:5](=[O:15])[CH2:6][C:7]1[CH:12]=[CH:11][C:10]([F:13])=[C:9]([F:14])[CH:8]=1)[CH:2]=[CH2:3].C(NC1C=CC(S([N:29]=[N+:30]=[N-])(=O)=O)=CC=1)(=O)C.N12CCCN=C1CCCCC2.[Cl-].[NH4+]>C(#N)C>[CH2:1]([O:4][C:5](=[O:15])[C:6](=[N+:29]=[N-:30])[C:7]1[CH:12]=[CH:11][C:10]([F:13])=[C:9]([F:14])[CH:8]=1)[CH:2]=[CH2:3] |f:3.4|. Procedure details: (3,4-Difluoro-phenyl)acetic acid allyl ester (64 g) was dissolved in acetonitrile (400 mL) and 4-acetamidobenzenesulfonyl azide (p-ABSA, 87 g, 0.36 mol) was added and the mixture stirred at room temperature for 15 min. The mixture was then cooled to 0° C. and 1,8-diazabicyclo[5.4.0]undec-7-ene (DBU, 58.6 mL) was added dropwise at 0° C. during 30 min. The mixture was allowed to warm up to rt (room temperature) and stirred at rt for 4-20 h (until TLC showed completion of reaction). Saturated ammon...